From a dataset of the Open Reaction Database (ORD), a public repository of structured organic reaction records. describe an organic reaction: reactants, conditions, products, and yield The reactants are C(C)(=O)OC1=C(C(=O)O)C=CC(=C1)F (2-acetoxy-4-fluorobenzoic acid), N1=CC=CC=C1 (pyridine), C(C(=O)Cl)(=O)Cl (oxalyl chloride). Reagents/catalysts: CN(C)C=O (DMF). Solvent: ClCCl (dichloromethane). Conditions: time 1.5 hour. Product: C(C)(=O)OC1=C(C(=O)Cl)C=CC(=C1)F (2-acetoxy-4-fluoro-benzoyl chloride). As a reaction SMILES: [C:1]([O:4][C:5]1[CH:13]=[C:12]([F:14])[CH:11]=[CH:10][C:6]=1[C:7](O)=[O:8])(=[O:3])[CH3:2].N1C=CC=CC=1.C(Cl)(=O)C([Cl:24])=O>ClCCl.CN(C=O)C>[C:1]([O:4][C:5]1[CH:13]=[C:12]([F:14])[CH:11]=[CH:10][C:6]=1[C:7]([Cl:24])=[O:8])(=[O:3])[CH3:2]. Reported procedure: To a stirred solution of 2-acetoxy-4-fluorobenzoic acid (852 mg, 4.9 mmol) in dry dichloromethane (40 mL) under dry nitrogen were added sequentially dry DMF (8 drops), dry pyridine (0.5 mL) and oxalyl chloride (0.5 mL). After stirring 1.5 h at room temperature, the reaction mixture was evaporated to dryness to afford 2-acetoxy-4-fluoro-benzoyl chloride. The reactants are ClC1=CC=C2C(=C1)NC(C21C(N(C(CC1C1=CC(=CC=C1)Cl)=O)CCCCl)C1=C(C=CC(=C1)F)C)=O.COC(C)[Si](C)(C)C (racemic (2′R,3R,4′S)-6-chloro-4′-(3-chlorophenyl)-1′-(3-chloro-propyl)-2′-(5-fluoro-2-methylphenyl)-2,3-dihydro-2,6′-dioxospiro[indole-3,3′-piperidine] 1-methoxyethyl trimethylsilane), N1CCS(CC1)(=O)=O (thiomorpholin 1,1-dioxide). The solvent is FC(C(=O)O)(F)F (trifluoroacetic acid). Product: CCN(C(C)C)C(C)C (N,N′-diisopropylethylamine), ClC1=CC=C2C(=C1)NC(C21C(N(C(CC1C1=CC(=CC=C1)Cl)=O)CCCN1CCS(CC1)(=O)=O)C1=C(C=CC(=C1)F)C)=O (racemic (2′R,3R,4′S)-6-chloro-4′-(3-chlorophenyl)-1′-[3-(1,1-dioxo-thiomorpholin-4-yl)-propyl]-2′-(5-fluoro-2-methylphenyl)-spiro[3H-indole-3,3′-piperidine]-2,6′(1H)-dione). Isolated yield 72.1%. Reaction SMILES: [Cl:1][C:2]1[CH:7]=[C:6]2[NH:8][C:9](=[O:36])[C:10]3([CH:15]([C:16]4[CH:21]=[CH:20][CH:19]=[C:18]([Cl:22])[CH:17]=4)[CH2:14][C:13](=[O:23])[N:12]([CH2:24][CH2:25][CH2:26]Cl)[CH:11]3[C:28]3[CH:33]=[C:32]([F:34])[CH:31]=[CH:30][C:29]=3[CH3:35])[C:5]2=[CH:4][CH:3]=1.[CH3:37]OC([Si](C)(C)C)C.[NH:45]1[CH2:50][CH2:49][S:48](=[O:52])(=[O:51])[CH2:47][CH2:46]1>FC(F)(F)C(O)=O>[CH3:25][CH2:24][N:12]([CH:11]([CH3:10])[CH3:28])[CH:13]([CH3:14])[CH3:37].[Cl:1][C:2]1[CH:7]=[C:6]2[NH:8][C:9](=[O:36])[C:10]3([CH:15]([C:16]4[CH:21]=[CH:20][CH:19]=[C:18]([Cl:22])[CH:17]=4)[CH2:14][C:13](=[O:23])[N:12]([CH2:24][CH2:25][CH2:26][N:45]4[CH2:50][CH2:49][S:48](=[O:52])(=[O:51])[CH2:47][CH2:46]4)[CH:11]3[C:28]3[CH:33]=[C:32]([F:34])[CH:31]=[CH:30][C:29]=3[CH3:35])[C:5]2=[CH:4][CH:3]=1 |f:0.1|. Reported procedure: In a manner similar to the method described in example 60b, racemic (2′R,3R,4′S)-6-chloro-4′-(3-chlorophenyl)-1′-(3-chloro-propyl)-2′-(5-fluoro-2-methylphenyl)-2,3-dihydro-2,6′-dioxospiro[indole-3,3′-piperidine]-1-methoxyethyl trimethylsilane prepared in example 60a (0.21 mg, 0.31 mmol) was reacted with thiomorpholin 1,1-dioxide (0.47 g, 3.48 mmol), trifluoroacetic acid (10 mL) and then N,N′-diisopropylethylamine (2 mL) to give racemic (2′R,3R,4′S)-6-chloro-4′-(3-chlorophenyl)-1′-[3-(1,1-dioxo-t... The reactants are O=C=Nc1cccc(F)c1, Cc1ccc(F)c(N=C=O)c1, Cn1nc(N)c2c(-c3ccc(N)cc3)cncc21. Product: Cn1nc(N)c2c(-c3ccc(NC(=O)Nc4cccc(F)c4)cc3)cncc21. As a reaction SMILES: [F:19][c:20]1[cH:21][c:22]([N:26]=[C:27]=[O:28])[cH:23][cH:24][cH:25]1.[F:29][c:30]1[cH:31][cH:32][c:33]([CH3:34])[cH:35][c:36]1[N:37]=[C:38]=[O:39].[NH2:1][c:2]1[cH:3][cH:4][c:5](-[c:8]2[c:9]3[c:10]([cH:11][n:12][cH:13]2)[n:14]([CH3:18])[n:15][c:16]3[NH2:17])[cH:6][cH:7]1>>[NH:1]([c:2]1[cH:3][cH:4][c:5](-[c:8]2[c:9]3[c:10]([cH:11][n:12][cH:13]2)[n:14]([CH3:18])[n:15][c:16]3[NH2:17])[cH:6][cH:7]1)[C:27]([NH:26][c:22]1[cH:21][c:20]([F:19])[cH:25][cH:24][cH:23]1)=[O:28]. Reported procedure: (R)-3-[[N-(2-Amino-5-trifluoromethylbenzoyl)glycyl]amino]pyrrolidine (17.2 mg, 0.04 mmol) was dissolved in THF (1 mL), and 2,4-dimethoxy-5-pyrimidinecarboxaldehyde (6.7 mg, 0.04 mmol) was added to the resulting solution. Sodium triacetoxyborohydride (12.7 mg, 0.06 mmol) and glacial acetic acid (2.4 mg, 0.04 mmol) were subsequently added to the mixture. The resulting mixture was stirred at 50° C. for 24 hours and then concentrated. The residue was dissolved in dichloromethane (1 mL) and washed wi... The product is NC1=C(C(=O)NCC(=O)N[C@H]2CN(CC2)CC=2C(=NC(=NC2)OC)OC)C=C(C=C1)C(F)(F)F ((R)-3-[[N-(2-amino-5-trifluoromethylbenzoyl)glycyl]amino]-1-(2,4-dimethoxypyrimidin-5-ylmethyl)pyrrolidine). As a reaction SMILES: [NH2:1][C:2]1[CH:19]=[CH:18][C:17]([C:20]([F:23])([F:22])[F:21])=[CH:16][C:3]=1[C:4]([NH:6][CH2:7][C:8]([NH:10][C@@H:11]1[CH2:15][CH2:14][NH:13][CH2:12]1)=[O:9])=[O:5].[CH3:24][O:25][C:26]1[N:31]=[C:30]([O:32][CH3:33])[C:29]([CH:34]=O)=[CH:28][N:27]=1.C(O[BH-](OC(=O)C)OC(=O)C)(=O)C.[Na+].C(O)(=O)C>C1COCC1>[NH2:1][C:2]1[CH:19]=[CH:18][C:17]([C:20]([F:23])([F:21])[F:22])=[CH:16][C:3]=1[C:4]([NH:6][CH2:7][C:8]([NH:10][C@@H:11]1[CH2:15][CH2:14][N:13]([CH2:34][C:29]2[C:30]([O:32][CH3:33])=[N:31][C:26]([O:25][CH3:24])=[N:27][CH:28]=2)[CH2:12]1)=[O:9])=[O:5] |f:2.3|. The reactants are NC1=C(C(=O)NCC(=O)N[C@H]2CNCC2)C=C(C=C1)C(F)(F)F ((R)-3-[[N-(2-Amino-5-trifluoromethylbenzoyl)glycyl]amino]pyrrolidine), C(C)(=O)O[BH-](OC(C)=O)OC(C)=O.[Na+] (Sodium triacetoxyborohydride), C(C)(=O)O (acetic acid), COC1=NC=C(C(=N1)OC)C=O (2,4-dimethoxy-5-pyrimidinecarboxaldehyde). Reaction conditions: temperature 50 celsius, time 24 hour. The solvent is C1CCOC1 (THF).